describe an organic reaction: reactants, conditions, products, and yield From a dataset of the Open Reaction Database (ORD), a public repository of structured organic reaction records. Reported procedure: By reaction and treatment in the same manner as in Preparation Example 60 and using 2-bromo-4-chlorobenzoic acid (2.09 g) and 1-(3,5-dimethylpyridin-2-yl)piperazine (1.7 g) described in Preparation Example 47, the title compound (3.58 g) was obtained. The yield is 98.7%. Reaction SMILES: [Br:1][C:2]1[CH:10]=[C:9]([Cl:11])[CH:8]=[CH:7][C:3]=1[C:4]([OH:6])=O.[CH3:12][C:13]1[C:14]([N:20]2[CH2:25][CH2:24][NH:23][CH2:22][CH2:21]2)=[N:15][CH:16]=[C:17]([CH3:19])[CH:18]=1>>[Br:1][C:2]1[CH:10]=[C:9]([Cl:11])[CH:8]=[CH:7][C:3]=1[C:4]([N:23]1[CH2:24][CH2:25][N:20]([C:14]2[C:13]([CH3:12])=[CH:18][C:17]([CH3:19])=[CH:16][N:15]=2)[CH2:21][CH2:22]1)=[O:6]. Starting materials: BrC1=C(C(=O)O)C=CC(=C1)Cl (2-bromo-4-chlorobenzoic acid), CC=1C(=NC=C(C1)C)N1CCNCC1 (1-(3,5-dimethylpyridin-2-yl)piperazine). Product: BrC1=C(C=CC(=C1)Cl)C(=O)N1CCN(CC1)C1=NC=C(C=C1C)C ((2-bromo-4-chlorophenyl)[4-(3,5-dimethylpyridin-2-yl)piperazin-1-yl]methanone).